Dataset: the Open Reaction Database (ORD), a public repository of structured organic reaction records. Task: describe an organic reaction: reactants, conditions, products, and yield Reactants: FC1=CC=C(C=C1)C=1N=C(SC1)C=1C(=NC(=NC1OC)S(=O)(=O)C)N[C@H]1CN(CCC1)C(=O)OC(C)(C)C (tert-butyl (3R)-3-([5-[4-(4-fluorophenyl)-1,3-thiazol-2-yl]-2-methanesulfonyl-6-methoxypyrimidin-4-yl]amino)piperidine-1-carboxylate), N1=CC(=CC=C1)N1CCNCC1 (1-(pyridin-3-yl)piperazine), C(C)N(C(C)C)C(C)C (N-ethyl-N-isopropylpropan-2-amine). Run in CC#N (CH3CN). Product: FC1=CC=C(C=C1)C=1N=C(SC1)C=1C(=NC(=NC1OC)N1CCN(CC1)C=1C=NC=CC1)N[C@H]1CN(CCC1)C(=O)OC(C)(C)C (tert-butyl (3R)-3-([5-[4-(4-fluorophenyl)-1,3-thiazol-2-yl]-6-methoxy-2-[4-(pyridin-3-yl)piperazin-1-yl]pyrimidin-4-yl]amino)piperidine-1-carboxylate). Reaction SMILES: [F:1][C:2]1[CH:7]=[CH:6][C:5]([C:8]2[N:9]=[C:10]([C:13]3[C:14]([NH:25][C@@H:26]4[CH2:31][CH2:30][CH2:29][N:28]([C:32]([O:34][C:35]([CH3:38])([CH3:37])[CH3:36])=[O:33])[CH2:27]4)=[N:15][C:16](S(C)(=O)=O)=[N:17][C:18]=3[O:19][CH3:20])[S:11][CH:12]=2)=[CH:4][CH:3]=1.[N:39]1[CH:44]=[CH:43][CH:42]=[C:41]([N:45]2[CH2:50][CH2:49][NH:48][CH2:47][CH2:46]2)[CH:40]=1.C(N(C(C)C)C(C)C)C>CC#N>[F:1][C:2]1[CH:7]=[CH:6][C:5]([C:8]2[N:9]=[C:10]([C:13]3[C:14]([NH:25][C@@H:26]4[CH2:31][CH2:30][CH2:29][N:28]([C:32]([O:34][C:35]([CH3:37])([CH3:38])[CH3:36])=[O:33])[CH2:27]4)=[N:15][C:16]([N:48]4[CH2:49][CH2:50][N:45]([C:41]5[CH:40]=[N:39][CH:44]=[CH:43][CH:42]=5)[CH2:46][CH2:47]4)=[N:17][C:18]=3[O:19][CH3:20])[S:11][CH:12]=2)=[CH:4][CH:3]=1. Procedure: A solution of tert-butyl (3R)-3-([5-[4-(4-fluorophenyl)-1,3-thiazol-2-yl]-2-methanesulfonyl-6-methoxypyrimidin-4-yl]amino)piperidine-1-carboxylate (45.0 mg, 0.08 mmol, 1.00 equiv), 1-(pyridin-3-yl)piperazine (15.6 mg, 0.10 mmol, 1.20 equiv) and N-ethyl-N-isopropylpropan-2-amine (20.7 mg, 0.16 mmol, 2.00 equiv) in CH3CN (6.0 mL) was heated for 15 h at 100° C. in an oil bath. Concentration under reduced pressure gave 80.0 mg (crude) of the title compound, which was used directly for next step with...